From a dataset of the Open Reaction Database (ORD), a public repository of structured organic reaction records. describe an organic reaction: reactants, conditions, products, and yield The reactants are C[Si](C)(C)CCOCn1cc(C#N)nc1C(=O)[O-], CCN(C(C)C)C(C)C, ClCCl, [K+], CC1(C)CC=C(c2cc(C3CC(=O)NC(=O)C3)ccc2N)CC1. Product: CC1(C)CC=C(c2cc(C3CC(=O)NC(=O)C3)ccc2NC(=O)c2nc(C#N)cn2COCC[Si](C)(C)C)CC1. Reaction SMILES: [C:25](#[N:26])[c:27]1[n:28][c:29]([C:40](=[O:41])[O-:42])[n:30]([CH2:32][O:33][CH2:34][CH2:35][Si:36]([CH3:37])([CH3:38])[CH3:39])[cH:31]1.[CH:43]([N:44]([CH2:45][CH3:46])[CH:47]([CH3:48])[CH3:49])([CH3:50])[CH3:51].[Cl:52][CH2:53][Cl:54].[K+:24].[NH2:1][c:2]1[c:3]([C:16]2=[CH:17][CH2:18][C:19]([CH3:22])([CH3:23])[CH2:20][CH2:21]2)[cH:4][c:5]([CH:8]2[CH2:9][C:10](=[O:15])[NH:11][C:12](=[O:14])[CH2:13]2)[cH:6][cH:7]1>>[NH:1]([c:2]1[c:3]([C:16]2=[CH:17][CH2:18][C:19]([CH3:22])([CH3:23])[CH2:20][CH2:21]2)[cH:4][c:5]([CH:8]2[CH2:9][C:10](=[O:15])[NH:11][C:12](=[O:14])[CH2:13]2)[cH:6][cH:7]1)[C:40]([c:29]1[n:28][c:27]([C:25]#[N:26])[cH:31][n:30]1[CH2:32][O:33][CH2:34][CH2:35][Si:36]([CH3:37])([CH3:38])[CH3:39])=[O:41]. Starting materials: CCOCC (ether), C(C)(C)(C)OC(=O)N[C@@H]1C(N2[C@H](C(N[C@]3([C@H](\C=C/CCN(CC1)S(=O)(=O)C1=C(C=CC=C1)[N+](=O)[O-])C3)C(=O)OCC)=O)C[C@H](C2)OC(=O)N2CC3=CC=CC(=C3C2)F)=O ((2R,6S,13aS,14aR,16aS,Z)-ethyl 6-(tert-butoxycarbonylamino)-2-(4-fluoroisoindoline-2-carbonyloxy)-9-(2-nitrophenylsulfonyl)-5,16-dioxo-1,2,3,5,6,7,8,9,10,11,13a,14,14a,15,16,16a-hexadecahydrocyclopropa(n)pyrrolo[2,1-c][1,4,9]triazacyclopentadecine-14a-carboxylate), [OH-].[Na+] (NaOH). The solvent is O (Water), C1CCOC1 (THF), O (water). Run at time 6 day. The product is C(C)(C)(C)OC(=O)N[C@@H]1C(N2[C@H](C(N[C@]3([C@H](\C=C/CCN(CC1)S(=O)(=O)C1=C(C=CC=C1)[N+](=O)[O-])C3)C(=O)O)=O)C[C@H](C2)OC(=O)N2CC3=CC=CC(=C3C2)F)=O ((2R,6S,13aS,14aR,16aS,Z)-6-(tert-butoxycarbonylamino)-2-(4-fluoroisoindoline-2-carbonyloxy)-9-(2-nitrophenylsulfonyl)-5,16-dioxo-1,2,3,5,6,7,8,9,10,11,13a,14,14a,15,16,16a-hexadecahydrocyclopropa(n)pyrrolo[2,1-c][1,4,9]triazacyclopentadecine-14a-carboxylic acid). The yield is 99.9%. As a reaction SMILES: [C:1]([O:5][C:6]([NH:8][C@H:9]1[CH2:23][CH2:22][N:21]([S:24]([C:27]2[CH:32]=[CH:31][CH:30]=[CH:29][C:28]=2[N+:33]([O-:35])=[O:34])(=[O:26])=[O:25])[CH2:20][CH2:19][CH:18]=[CH:17][C@@H:16]2[CH2:36][C@@:15]2([C:37]([O:39]CC)=[O:38])[NH:14][C:13](=[O:42])[C@@H:12]2[CH2:43][C@@H:44]([O:46][C:47]([N:49]3[CH2:57][C:56]4[C:51](=[CH:52][CH:53]=[CH:54][C:55]=4[F:58])[CH2:50]3)=[O:48])[CH2:45][N:11]2[C:10]1=[O:59])=[O:7])([CH3:4])([CH3:3])[CH3:2].[OH-].[Na+].CCOCC>C1COCC1.O>[C:1]([O:5][C:6]([NH:8][C@H:9]1[CH2:23][CH2:22][N:21]([S:24]([C:27]2[CH:32]=[CH:31][CH:30]=[CH:29][C:28]=2[N+:33]([O-:35])=[O:34])(=[O:26])=[O:25])[CH2:20][CH2:19][CH:18]=[CH:17][C@@H:16]2[CH2:36][C@@:15]2([C:37]([OH:39])=[O:38])[NH:14][C:13](=[O:42])[C@@H:12]2[CH2:43][C@@H:44]([O:46][C:47]([N:49]3[CH2:57][C:56]4[C:51](=[CH:52][CH:53]=[CH:54][C:55]=4[F:58])[CH2:50]3)=[O:48])[CH2:45][N:11]2[C:10]1=[O:59])=[O:7])([CH3:4])([CH3:2])[CH3:3] |f:1.2|. Procedure: (2R,6S,13aS,14aR,16aS,Z)-ethyl 6-(tert-butoxycarbonylamino)-2-(4-fluoroisoindoline-2-carbonyloxy)-9-(2-nitrophenylsulfonyl)-5,16-dioxo-1,2,3,5,6,7,8,9,10,11,13a,14,14a,15,16,16a-hexadecahydrocyclopropa(n)pyrrolo[2,1-c][1,4,9]triazacyclopentadecine-14a-carboxylate (1.45 g, 1.72 mmol) in THF (22 mL) was added 0.4 N NaOH solution (10.8 ml, 4.30 mmol) in water. The reaction was stirred at rt for 6 days. Water (5 mL) and ether (15 mL) was added. The aqueous layer was separated and acidified by satura... The reactants are ClC=1N=C(C2=C(N1)C=C(O2)CN2CCN(CC2)S(=O)(=O)C)N2CCOCC2 (2-Chloro-6-((4-(methylsulfonyl)piperazin-1-yl)methyl)-4-morpholinofuro[3,2-d]pyrimidine), CC1(OB(OC1(C)C)C=1C=NC(=NC1)N)C (5-(4,4,5,5-tetramethyl-1,3,2-dioxaborolan-2-yl)pyrimidin-2-amine). Yields the product O1CCN(CC1)C=1C2=C(N=C(N1)C=1C=NC(=NC1)N)C=C(O2)CN2CCN(CC2)S(=O)(=O)C (5-(4-morpholino-6-((4-N-methylsulfonylpiperazin-1-yl)methyl)furo[3,2-d]pyrimidin-2-yl)pyrimidin-2-amine). Reaction SMILES: Cl[C:2]1[N:3]=[C:4]([N:22]2[CH2:27][CH2:26][O:25][CH2:24][CH2:23]2)[C:5]2[O:10][C:9]([CH2:11][N:12]3[CH2:17][CH2:16][N:15]([S:18]([CH3:21])(=[O:20])=[O:19])[CH2:14][CH2:13]3)=[CH:8][C:6]=2[N:7]=1.CC1(C)C(C)(C)OB([C:36]2[CH:37]=[N:38][C:39]([NH2:42])=[N:40][CH:41]=2)O1>>[O:25]1[CH2:26][CH2:27][N:22]([C:4]2[C:5]3[O:10][C:9]([CH2:11][N:12]4[CH2:17][CH2:16][N:15]([S:18]([CH3:21])(=[O:20])=[O:19])[CH2:14][CH2:13]4)=[CH:8][C:6]=3[N:7]=[C:2]([C:36]3[CH:37]=[N:38][C:39]([NH2:42])=[N:40][CH:41]=3)[N:3]=2)[CH2:23][CH2:24]1. Procedure: 2-Chloro-6-((4-(methylsulfonyl)piperazin-1-yl)methyl)-4-morpholinofuro[3,2-d]pyrimidine, prepared in Example 153) was reacted with 5-(4,4,5,5-tetramethyl-1,3,2-dioxaborolan-2-yl)pyrimidin-2-amine via General Procedure E to give, after purification by reverse HPLC, 4 mg of 5-(6-((4-methylsulfonylpiperazin-1-yl)methyl)-4-morpholinofuro[3,2-d]pyrimidin-2-yl)pyrimidin-2-amine. MS (Q1) 475 (M+) Starting materials: C(=O)(OC(C)(C)C)N[C@@H](C(C)C)C(=O)O (Boc-valine), N[C@@H](CCC)C(=O)O.N[C@@H](CC(C)C)C(=O)N (norvaline leucinamide), C1CCC(CC1)N=C=NC2CCCCC2 (DCC), C=1C=CC2=C(C1)N=NN2O (HOBt), CCN(C(C)C)C(C)C (DIEA). Solvent: CN(C)C=O (DMF). Run at temperature 0 celsius. The product is C(=O)(OC(C)(C)C)N[C@@H](C(C)C)C(=O)O.N[C@@H](CCC)C(=O)O.N[C@@H](CC(C)C)C(=O)N (Boc-valine norvaline leucinamide). Reaction SMILES: [C:1]([NH:8][C@H:9]([C:13]([OH:15])=[O:14])[CH:10]([CH3:12])[CH3:11])([O:3][C:4]([CH3:7])([CH3:6])[CH3:5])=[O:2].[NH2:16][C@H:17]([C:21]([OH:23])=[O:22])[CH2:18][CH2:19][CH3:20].[NH2:24][C@H:25]([C:30]([NH2:32])=[O:31])[CH2:26][CH:27]([CH3:29])[CH3:28].C1CCC(N=C=NC2CCCCC2)CC1.C1C=CC2N(O)N=NC=2C=1.CCN(C(C)C)C(C)C>CN(C=O)C>[C:1]([NH:8][C@H:9]([C:13]([OH:15])=[O:14])[CH:10]([CH3:11])[CH3:12])([O:3][C:4]([CH3:6])([CH3:5])[CH3:7])=[O:2].[NH2:16][C@H:17]([C:21]([OH:23])=[O:22])[CH2:18][CH2:19][CH3:20].[NH2:24][C@H:25]([C:30]([NH2:32])=[O:31])[CH2:26][CH:27]([CH3:29])[CH3:28] |f:1.2,7.8.9|. Reported procedure: Boc-norvaline (2.0 g, 9.2 mmol) and leucinamide (1.53 g, 9.2 mmol) were dissolved in dry DMF (90 mL). The reaction was cooled to 0° C. and DCC (2.3 g, 11 mmol), HOBt (1.48 g, 11 mmol), and DEA (1.9 mL, 11 mmol) added. The mixture was stirred for 20 min at 0° C. and allowed to slowly warm to room temperature overnight (17 h). The mixture was concentrated to 1/3 its original volume, cooled, and filtered. The filtrate was concentrated, affording a yellow oil which was purified by column chromatogra... Reactants: C(C)C1=CC=C(C=C1)CC=1C(=NNC1C)O[C@H]1[C@H](O)[C@@H](O)[C@H](O)[C@H](O1)CO (4-[(4-ethylphenyl)methyl]-3-(β-D-glucopyranosyloxy)-5-methyl-1H-pyrazole), ICC (iodoethane). Yields the product C(C)N1N=C(C(=C1C)CC1=CC=C(C=C1)CC)OC1[C@H](O)[C@@H](O)[C@H](O)[C@H](O1)CO (1-Ethyl-4-[(4-ethylphenyl)methyl]-3-(O-D-glucopyranosyl-oxy)-5-methylpyrazole). As a reaction SMILES: [CH2:1]([C:3]1[CH:8]=[CH:7][C:6]([CH2:9][C:10]2[C:11]([O:16][C@@H:17]3[O:25][C@H:24]([CH2:26][OH:27])[C@@H:22]([OH:23])[C@H:20]([OH:21])[C@H:18]3[OH:19])=[N:12][NH:13][C:14]=2[CH3:15])=[CH:5][CH:4]=1)[CH3:2].I[CH2:29][CH3:30]>>[CH2:29]([N:13]1[C:14]([CH3:15])=[C:10]([CH2:9][C:6]2[CH:7]=[CH:8][C:3]([CH2:1][CH3:2])=[CH:4][CH:5]=2)[C:11]([O:16][CH:17]2[O:25][C@H:24]([CH2:26][OH:27])[C@@H:22]([OH:23])[C@H:20]([OH:21])[C@H:18]2[OH:19])=[N:12]1)[CH3:30]. Procedure: The title compound was prepared in a similar manner to that described in Reference Example 63 using 4-[(4-ethylphenyl)methyl]-3-(β-D-glucopyranosyloxy)-5-methyl-1H-pyrazole instead of 3-(β-D-glucopyranosyloxy)-4-[(4-iso-propoxyphenyl)methyl]-5-methyl-1H-pyrazole and using iodoethane instead of 1-iodopropane. Reactants: CC#N (CH3CN), C(#N)C1=CC=C(C=C1)S(=O)(=O)NCCO (4-cyano-N-(2-hydroxy-ethyl)-benzenesulfonamide), Cl.NO (hydroxylamine hydrochloride), C(=O)(O)[O-].[Na+] (NaHCO3). The solvent is CO (methanol). Conditions: temperature 60 celsius, time 7 hour. The product is ONC(C1=CC=C(C=C1)S(NCCO)(=O)=O)=N (N-Hydroxy-4-(2-hydroxy-ethylsulfamoyl)-benzamidine). Yield: 49.9%. RXN SMILES: CC#N.[C:4]([C:6]1[CH:11]=[CH:10][C:9]([S:12]([NH:15][CH2:16][CH2:17][OH:18])(=[O:14])=[O:13])=[CH:8][CH:7]=1)#[N:5].Cl.[NH2:20][OH:21].C([O-])(O)=O.[Na+]>CO>[OH:21][NH:20][C:4](=[NH:5])[C:6]1[CH:11]=[CH:10][C:9]([S:12](=[O:13])(=[O:14])[NH:15][CH2:16][CH2:17][OH:18])=[CH:8][CH:7]=1 |f:2.3,4.5|. Reported procedure: To a solution of 4-cyano-benzenesulfonyl chloride (1.00 g, 4.96 mmol) in THF, ethanolamine (454 mg, 7.44 mmol) is added. The mixture becomes slightly warm (30° C.) and turbid. The mixture is stirred at rt for 3 h before it is diluted with EA, washed with sat. aq. NH4Cl solution and water, dried over MgSO4, filtered and concentrated to give crude 4-cyano-N-(2-hydroxy-ethyl)-benzenesulfonamide (1.26 g) as a white solid; LC-MS: tR=0.34 min, [M+1+CH3CN]+=268.13. b) A mixture of 4-cyano-N-(2-hydroxy-... Starting materials: NC=1C(=NC(=CC1)OC)Br (3-amino-2-bromo-6-methoxypyridine), CC1=C(C(=O)[O-])C=CC=N1.[K+] (potassium 2-methylnicotinate), S(=O)(Cl)Cl (thionyl chloride), C(C)(C)N(CC)C(C)C (Diisopropylethylamine), C(C)(C)N(CC)C(C)C (diisopropylethylamine). The solvent is C(Cl)(Cl)Cl (chloroform), C(Cl)(Cl)Cl (chloroform). Run at time 8 hour. The product is BrC1=NC(=CC=C1NC(C1=C(N=CC=C1)C)=O)OC (N-(2-bromo-6-methoxy-3-pyridinyl)-2-methylnicotinamide). Yield: 78.4%. Reaction SMILES: [CH3:1][C:2]1[N:10]=[CH:9][CH:8]=[CH:7][C:3]=1[C:4]([O-:6])=O.[K+].S(Cl)(Cl)=O.C(N(C(C)C)CC)(C)C.[NH2:25][C:26]1[C:27]([Br:34])=[N:28][C:29]([O:32][CH3:33])=[CH:30][CH:31]=1>C(Cl)(Cl)Cl>[Br:34][C:27]1[C:26]([NH:25][C:4](=[O:6])[C:3]2[CH:7]=[CH:8][CH:9]=[N:10][C:2]=2[CH3:1])=[CH:31][CH:30]=[C:29]([O:32][CH3:33])[N:28]=1 |f:0.1|. Procedure details: To a suspension of potassium 2-methylnicotinate (1.96 g) in chloroform (30 mL) was added thionyl chloride (2.5 mL). The mixture was stirred overnight at room temperature under a drying tube. Diisopropylethylamine (5 mL) was added followed by 3-amino-2-bromo-6-methoxypyridine (2.25 g). After 10 minutes additional diisopropylethylamine (5 mL) was added. After 2 hours the mixture was diluted with chloroform, washed with water, dried (Na2SO4,) filtered, and evaporated. Chromatography of the residue ... Product: O1CCN(CC1)CCCCNN=CNC1=CC=C(C(=O)OC2=C(C3=CC=C(C=C3C=C2)C(N)=N)CC(N)=O)C=C1 (6-amidino-1-carbamoylmethyl-2-naphthyl 4-[(4-morpholinobutyl)aminoiminomethylamino]-benzoate). The yield is 61.7%. Reported procedure: 20 Milliliters of 20% hydrous pyridine was added to 1.05 g of 4-[(4-morpholinobutyl)aminoiminomethylamino]benzoic acid.dihydrochloride, 735.7 mg of 6-amidino-1-carbamoylmethyl-2-naphthol.hydrochloride, 660 mg of DCC and 32.6 mg of DMAP, followed by stirring for 2 hours under cooling with ice and then 48 hours at room temperature. The precipitate was filtered and the filtrate was concentrated under reduced pressure. To the residue was added 5 ml of DMF, and the solution was added dropwise to 400 ... Reagents/catalysts: CN(C)C=1C=CN=CC1 (DMAP). Reactants: N1=CC=CC=C1 (pyridine), Cl.Cl.O1CCN(CC1)CCCCNN=CNC1=CC=C(C(=O)O)C=C1 (4-[(4-morpholinobutyl)aminoiminomethylamino]benzoic acid.dihydrochloride), Cl.C(N)(=N)C=1C=C2C=CC(=C(C2=CC1)CC(N)=O)O (6-amidino-1-carbamoylmethyl-2-naphthol.hydrochloride), C1CCC(CC1)N=C=NC2CCCCC2 (DCC). Solvent: C(C)C(=O)C.O.C(=O)O (methyl ethyl ketone water formic acid). RXN SMILES: N1C=CC=CC=1.Cl.Cl.[O:9]1[CH2:14][CH2:13][N:12]([CH2:15][CH2:16][CH2:17][CH2:18][NH:19][N:20]=[CH:21][NH:22][C:23]2[CH:31]=[CH:30][C:26]([C:27]([OH:29])=[O:28])=[CH:25][CH:24]=2)[CH2:11][CH2:10]1.Cl.[C:33]([C:36]1[CH:37]=[C:38]2[C:43](=[CH:44][CH:45]=1)[C:42]([CH2:46][C:47](=[O:49])[NH2:48])=[C:41](O)[CH:40]=[CH:39]2)(=[NH:35])[NH2:34].C1CCC(N=C=NC2CCCCC2)CC1>CN(C1C=CN=CC=1)C.C(C(C)=O)C.O.C(O)=O>[O:9]1[CH2:14][CH2:13][N:12]([CH2:15][CH2:16][CH2:17][CH2:18][NH:19][N:20]=[CH:21][NH:22][C:23]2[CH:24]=[CH:25][C:26]([C:27]([O:29][C:41]3[CH:40]=[CH:39][C:38]4[C:43](=[CH:44][CH:45]=[C:36]([C:33](=[NH:34])[NH2:35])[CH:37]=4)[C:42]=3[CH2:46][C:47](=[O:49])[NH2:48])=[O:28])=[CH:30][CH:31]=2)[CH2:11][CH2:10]1 |f:1.2.3,4.5,8.9.10|. Reaction conditions: time 2 hour. The reactants are C, C1CCOC1, CO, COC(=O)c1ccc([N+](=O)[O-])c(OC)c1, [H][H], [Pd]. Yields the product COC(=O)c1ccc(N)c(OC)c1. Reaction SMILES: [C:25].[CH2:20]1[O:21][CH2:22][CH2:23][CH2:24]1.[CH3:18][OH:19].[CH3:1][O:2][c:3]1[cH:4][c:5]([C:6](=[O:7])[O:8][CH3:9])[cH:10][cH:11][c:12]1[N+:13]([O-:14])=[O:15].[H:16][H:17].[Pd:26]>>[CH3:1][O:2][c:3]1[cH:4][c:5]([C:6](=[O:7])[O:8][CH3:9])[cH:10][cH:11][c:12]1[NH2:13].